This data is from the Open Reaction Database (ORD), a public repository of structured organic reaction records. The task is: describe an organic reaction: reactants, conditions, products, and yield As a reaction SMILES: Cl.Br[C:3]1[CH:8]=[CH:7][N:6]=[CH:5][CH:4]=1.C(O[C:14]([N:16]1[CH2:21][CH2:20][C:19]2(CCNCC2)C[CH2:17]1)=O)(C)(C)C.C1C=CC(P(C2C=CC3C(=CC=CC=3)C=2C2C3C(=CC=CC=3)C=CC=2P(C2C=CC=CC=2)C2C=CC=CC=2)C2C=CC=CC=2)=CC=1>C1(C)C=CC=CC=1.C(OCC)(=O)C.C1C=CC(/C=C/C(/C=C/C2C=CC=CC=2)=O)=CC=1.C1C=CC(/C=C/C(/C=C/C2C=CC=CC=2)=O)=CC=1.C1C=CC(/C=C/C(/C=C/C2C=CC=CC=2)=O)=CC=1.[Pd].[Pd]>[CH:21]1([N:16]2[CH2:14][CH2:3][C:8]3([CH2:4][CH2:5][NH:6][CH2:7]3)[CH2:17]2)[CH2:19][CH2:20]1 |f:0.1,6.7.8.9.10|. The solvent is C(C)(=O)OCC (ethyl acetate), C1(=CC=CC=C1)C (toluene), C1(=CC=CC=C1)C (toluene). Isolated yield 45.0%. The reactants are C1=CC=C(C=C1)P(C2=CC=CC=C2)C3=C(C4=CC=CC=C4C=C3)C5=C(C=CC6=CC=CC=C65)P(C7=CC=CC=C7)C8=CC=CC=C8 ((S)-(−)-2,2′-bis(diphenylphosphino)-1,1′-binaphthyl), C(C)(C)(C)OC(=O)N1CCC2(CC1)CCNCC2 (3,9-diazaspiro[5.5]undecane-3-carboxylic acid tert-butyl ester), Sodium tert-butylate, Cl.BrC1=CC=NC=C1 (4-bromopyridine hydrochloride). Procedure details: Sodium tert-butylate (4 mmol) was added to a solution of 4-bromopyridine hydrochloride (1.9 mmol) in dry toluene (10 ml) under argon, followed by 3,9-diazaspiro[5.5]undecane-3-carboxylic acid tert-butyl ester (1.6 mmol) in toluene (5 ml). Argon was added to the mixture for 15 min, then (S)-(−)-2,2′-bis(diphenylphosphino)-1,1′-binaphthyl (0.123 mmol) and tris(dibenzylidene acetone)dipalladium (0.041 mmol) were added. The mixture was heated at 90° C. for 4 h and the reaction progress was monitored... The product is C1(CC1)N1CC2(CC1)CNCC2 (2-cyclopropyl-2,7-diazaspiro[4.4]nonane). The reagents and catalysts are C=1C=CC(=CC1)/C=C/C(=O)/C=C/C2=CC=CC=C2.C=1C=CC(=CC1)/C=C/C(=O)/C=C/C2=CC=CC=C2.C=1C=CC(=CC1)/C=C/C(=O)/C=C/C2=CC=CC=C2.[Pd].[Pd] (tris(dibenzylidene acetone)dipalladium). Reaction conditions: temperature 90 celsius. Yields the product COC(\C=C\C=1C=C2C(CC3(CCN(CC3)CCC3=C(C=CC=C3)F)OC2=CC1)=O)=O ((E)-3-{1′-[2-(2-fluoro-phenyl)-ethyl]-4-oxo-spiro[chromane-2,4′-piperidine]-6-yl}-acrylic acid methyl ester). As a reaction SMILES: [CH3:1][O:2][C:3](=[O:29])/[CH:4]=[CH:5]/[C:6]1[CH:7]=[C:8]2[C:25](=[CH:26][CH:27]=1)[O:24][C:11]1([CH2:16][CH2:15][N:14]([C:17](OC(C)(C)C)=O)[CH2:13][CH2:12]1)[CH2:10][C:9]2=[O:28].BrC[CH2:32][C:33]1[CH:38]=[CH:37][CH:36]=[CH:35][C:34]=1[F:39]>>[CH3:1][O:2][C:3](=[O:29])/[CH:4]=[CH:5]/[C:6]1[CH:7]=[C:8]2[C:25](=[CH:26][CH:27]=1)[O:24][C:11]1([CH2:12][CH2:13][N:14]([CH2:17][CH2:32][C:33]3[CH:38]=[CH:37][CH:36]=[CH:35][C:34]=3[F:39])[CH2:15][CH2:16]1)[CH2:10][C:9]2=[O:28]. Yield: 85.5%. Reactants: COC(\C=C\C=1C=C2C(CC3(CCN(CC3)C(=O)OC(C)(C)C)OC2=CC1)=O)=O ((E)-3-{1′-tert-butoxycarbonyl-4-oxo-spiro[chromane-2,4′-piperidine]-6-yl}-acrylic acid methyl ester), COC(\C=C\C=1C=C2C(CC3(CCN(CC3)C(=O)OC(C)(C)C)OC2=CC1)=O)=O ((E)-3-{1′-tert-butoxycarbonyl-4-oxo-spiro[chromane-2,4′-piperidine]-6-yl}-acrylic acid methyl ester), BrCCC1=C(C=CC=C1)F (1-(2-bromo-ethyl)-2-fluoro-benzene). Reported procedure: (E)-3-{4-Oxo-spiro[chromane-2,4′-piperidine]-6-yl}-acrylic acid methyl ester (169 mg, 0.500 mmol, Intermediate 1, hydrochloride salt) was alkylated using 1-(2-bromo-ethyl)-2-fluoro-benzene (0.16 ml, 1.5 mmol) as described in Example 56, Step A, giving (E)-3-{1′-[2-(2-fluoro-phenyl)-ethyl]-4-oxo-spiro[chromane-2,4′-piperidine]-6-yl}-acrylic acid methyl ester (181 mg) as a white solid. Run at temperature 50 celsius, time 5.5 hour. Procedure details: In 50 ml of dichloroethane were dissolved 6.51 g (0.05 mole) of heptanoic acid and 10.26 g (0.06 mole) of monochloroacetic anhydride. To the resulting solution were added 4.36 g (0.065 mole) of pyrrole and 0.71 g of boron trifluoride-diethyl ether complex and the resulting mixture was then stirred at 50° C. for 5.5 hours. After completion of .the reaction, the reaction solution was cooled and washed successively with water, 5% aqueous sodium carbonate solution and water. The organic layer was dr... The yield is 64.0%. Run in ClC(C)Cl (dichloroethane). The product is C(CCCCCC)(=O)C=1NC=CC1 (2-heptanoyl-pyrrole). Reaction SMILES: [C:1]([OH:9])(=O)[CH2:2][CH2:3][CH2:4][CH2:5][CH2:6][CH3:7].ClCC(OC(=O)CCl)=O.[NH:19]1[CH:23]=[CH:22][CH:21]=[CH:20]1>ClC(Cl)C>[C:1]([C:20]1[NH:19][CH:23]=[CH:22][CH:21]=1)(=[O:9])[CH2:2][CH2:3][CH2:4][CH2:5][CH2:6][CH3:7]. The reactants are C(CCCCCC)(=O)O (heptanoic acid), ClCC(=O)OC(CCl)=O (monochloroacetic anhydride), N1C=CC=C1 (pyrrole). The reactants are BrC1=CC=C2C(=CNC2=C1)C=1CCN(CC1)C (6-bromo-3-(1-methyl-1,2,3,6-tetrahydro-4-pyridinyl)-1H-indole), C(C1=CC=CC=C1)(=O)Cl (benzoyl chloride). The product is C(C1=CC=CC=C1)(=O)N1C=C(C2=CC=C(C=C12)Br)C=1CCN(CC1)C (1-Benzoyl-6-bromo-3-(1-methyl-1,2,3,6-tetrahydro-4-pyridinyl)indole). As a reaction SMILES: [Br:1][C:2]1[CH:10]=[C:9]2[C:5]([C:6]([C:11]3[CH2:12][CH2:13][N:14]([CH3:17])[CH2:15][CH:16]=3)=[CH:7][NH:8]2)=[CH:4][CH:3]=1.[C:18](Cl)(=[O:25])[C:19]1[CH:24]=[CH:23][CH:22]=[CH:21][CH:20]=1>>[C:18]([N:8]1[C:9]2[C:5](=[CH:4][CH:3]=[C:2]([Br:1])[CH:10]=2)[C:6]([C:11]2[CH2:12][CH2:13][N:14]([CH3:17])[CH2:15][CH:16]=2)=[CH:7]1)(=[O:25])[C:19]1[CH:24]=[CH:23][CH:22]=[CH:21][CH:20]=1. Procedure details: (23.2 mg, 68%); from 6-bromo-3-(1-methyl-1,2,3,6-tetrahydro-4-pyridinyl)-1H-indole (Example 4f, 25.0 mg, 0.086 mmol) and benzoyl chloride (20 uL, 0.17 mmol); HRMS-FAB+ for C21H19N2OBr: calculated MH+ : 395.07590; found: 395.07848. The reactants are O=C(Cl)C(=O)Cl, NCCCCCCCc1ccccc1, O=C(O)C=Cc1cccnc1. Product: O=C(C=Cc1cccnc1)NCCCCCCCc1ccccc1. Reaction SMILES: [Cl:12][C:13]([C:14]([Cl:15])=[O:16])=[O:17].[c:18]1([CH2:24][CH2:25][CH2:26][CH2:27][CH2:28][CH2:29][CH2:30][NH2:31])[cH:19][cH:20][cH:21][cH:22][cH:23]1.[n:1]1[cH:2][c:3]([CH:7]=[CH:8][C:9](=[O:10])[OH:11])[cH:4][cH:5][cH:6]1>>[n:1]1[cH:2][c:3]([CH:7]=[CH:8][C:9](=[O:11])[NH:31][CH2:30][CH2:29][CH2:28][CH2:27][CH2:26][CH2:25][CH2:24][c:18]2[cH:19][cH:20][cH:21][cH:22][cH:23]2)[cH:4][cH:5][cH:6]1.